Dataset: the Open Reaction Database (ORD), a public repository of structured organic reaction records. Task: describe an organic reaction: reactants, conditions, products, and yield Reactants: Cl (hydrochloric acid), OC=1C(=CC2=C(C(=NO2)C2=CC=CC=C2)C1)O (5,6-dihydroxy-3-phenyl-1,2-benzisoxazole), C([O-])([O-])=O.[K+].[K+] (potassium carbonate), ClC(C(=O)OC)Cl (methyl dichloroacetate). The solvent is CN(C=O)C (N,N-dimethylformamide), O (water). Conditions: time 2.5 hour. The product is C1(=CC=CC=C1)C1=NOC2=C1C=C1C(=C2)OC(O1)C(=O)O (3-phenyl-1,3-dioxolo[4,5-f]-1,2-benzisoxazole-6-carboxylic acid). The yield is 55.3%. As a reaction SMILES: [OH:1][C:2]1[C:3]([OH:17])=[CH:4][C:5]2[O:9][N:8]=[C:7]([C:10]3[CH:15]=[CH:14][CH:13]=[CH:12][CH:11]=3)[C:6]=2[CH:16]=1.C(=O)([O-])[O-].[K+].[K+].Cl[CH:25](Cl)[C:26]([O:28]C)=[O:27].Cl>CN(C)C=O.O>[C:10]1([C:7]2[C:6]3[CH:16]=[C:2]4[O:1][CH:25]([C:26]([OH:28])=[O:27])[O:17][C:3]4=[CH:4][C:5]=3[O:9][N:8]=2)[CH:15]=[CH:14][CH:13]=[CH:12][CH:11]=1 |f:1.2.3|. Procedure details: A mixture of 5,6-dihydroxy-3-phenyl-1,2-benzisoxazole (2.9 g), potassium carbonate (10.7 g) and methyl dichloroacetate (3.7 g) in 50 ml of N,N-dimethylformamide was stirred at 90°-100° C. for 2.5 hours. After cooling, water (50 ml) was added to the mixture followed by stirring it at 90°-100° C. for 40 minutes. After cooling and acidifying the mixture with hydrochloric acid, the mixture was extracted with ether. The ether layer was washed with water, dried and evaporated to remove the solvent. Th... The reactants are COC1=C(C=C2C(=N1)C(=CN2C)C2=CC=1C(=NC=CC1CNCC1CCN(CC1)C(=O)OC(C)(C)C)N2S(=O)(=O)C2=CC=C(C=C2)C)OC (tert-butyl 4-({[2-(5,6-dimethoxy-1-methyl-1H-pyrrolo[3,2-b]pyridin-3-yl)-1-(toluene-4-sulfonyl)-1H-pyrrolo[2,3-b]pyridin-4-ylmethyl]amino}methyl)piperidine-1-carboxylate), [OH-].[K+] (potassium hydroxide). The product is COC1=C(C=C2C(=N1)C(=CN2C)C2=CC=1C(=NC=CC1CNCC1CCN(CC1)C(=O)OC(C)(C)C)N2)OC (tert-butyl 4-({[2-(5,6-dimethoxy-1-methyl-1H-pyrrolo[3,2-b]pyridin-3-yl)-1H-pyrrolo[2,3-b]pyridin-4-ylmethyl]-amino}methyl)piperidine-1-carboxylate). The yield is 53.1%. RXN SMILES: [CH3:1][O:2][C:3]1[N:8]=[C:7]2[C:9]([C:13]3[N:37](S(C4C=CC(C)=CC=4)(=O)=O)[C:16]4=[N:17][CH:18]=[CH:19][C:20]([CH2:21][NH:22][CH2:23][CH:24]5[CH2:29][CH2:28][N:27]([C:30]([O:32][C:33]([CH3:36])([CH3:35])[CH3:34])=[O:31])[CH2:26][CH2:25]5)=[C:15]4[CH:14]=3)=[CH:10][N:11]([CH3:12])[C:6]2=[CH:5][C:4]=1[O:48][CH3:49].[OH-].[K+]>>[CH3:1][O:2][C:3]1[N:8]=[C:7]2[C:9]([C:13]3[NH:37][C:16]4=[N:17][CH:18]=[CH:19][C:20]([CH2:21][NH:22][CH2:23][CH:24]5[CH2:29][CH2:28][N:27]([C:30]([O:32][C:33]([CH3:35])([CH3:36])[CH3:34])=[O:31])[CH2:26][CH2:25]5)=[C:15]4[CH:14]=3)=[CH:10][N:11]([CH3:12])[C:6]2=[CH:5][C:4]=1[O:48][CH3:49] |f:1.2|. Procedure: The product is prepared by following the procedure described in example 34 stage (k), starting with 0.340 g of tert-butyl 4-({[2-(5,6-dimethoxy-1-methyl-1H-pyrrolo[3,2-b]pyridin-3-yl)-1-(toluene-4-sulfonyl)-1H-pyrrolo[2,3-b]pyridin-4-ylmethyl]amino}methyl)piperidine-1-carboxylate instead of the cyclopropyl-[2-(5,6-dimethoxy-1-methyl-1H-pyrrolo[3,2-b]pyridin-3-yl)-1-(toluene-4-sulfonyl)-1H-pyrrolo[2,3-b]pyridin-4-ylmethyl]amine used in example 34 stage (k) and 1.13 cm3 of 5N potassium hydroxide. ... Starting materials: CC1(OC(C(O1)=CC(=O)N(OC)CC1=C(C=C(C=C1)F)S(=O)C)=O)C (2-(2,2-Dimethyl-5-oxo-[1,3]dioxolan-4-ylidene)-N-(4-fluoro-2-methanesulfinyl-benzyl)-N-methoxy-acetamide), compound 90-C. The solvent is CO (methanol). The product is COC(C(=CC(N(OC)CC1=C(C=C(C=C1)F)S(=O)C)=O)O)=O (3-[(4-fluoro-2-methanesulfinyl-benzyl)-methoxy-carbamoyl]-2-hydroxy-acrylic acid methyl ester). Yield: 100.0%. RXN SMILES: C[C:2]1(C)[O:6][C:5](=[CH:7][C:8]([N:10]([CH2:13][C:14]2[CH:19]=[CH:18][C:17]([F:20])=[CH:16][C:15]=2[S:21]([CH3:23])=[O:22])[O:11][CH3:12])=[O:9])[C:4](=[O:24])[O:3]1>CO>[CH3:2][O:3][C:4](=[O:24])[C:5]([OH:6])=[CH:7][C:8](=[O:9])[N:10]([CH2:13][C:14]1[CH:19]=[CH:18][C:17]([F:20])=[CH:16][C:15]=1[S:21]([CH3:23])=[O:22])[O:11][CH3:12]. Reported procedure: 2-(2,2-Dimethyl-5-oxo-[1,3]dioxolan-4-ylidene)-N-(4-fluoro-2-methanesulfinyl-benzyl)-N-methoxy-acetamide was reacted with methanol using the procedure described for the synthesis of compound 90-C to yield 3-[(4-fluoro-2-methanesulfinyl-benzyl)-methoxy-carbamoyl]-2-hydroxy-acrylic acid methyl ester as a white sticky solid (0.1020 g, 100% yield). This crude was reacted with paraformaldehyde and 4-amino-butyric acid using the procedure described for Compound 810 to give the title compound as an ora... Starting materials: ClC1=NC=2C=C(C(=CC2C=2N1C=NN2)OC)OC (5-chloro-8,9-dimethoxy-1,2,4,triazolo[4,3-c]quinazoline), [OH-].[K+] (KOH), Cl (HCl). Yields the product NC1=C(C=C(C(=C1)OC)OC)C1=NC=NN1 (5-(2-amino-4,5-dimethoxyphenyl)-s-triazole). Reaction SMILES: ClC1[N:11]2[CH:12]=[N:13][N:14]=[C:10]2[C:9]2[CH:8]=[C:7]([O:15][CH3:16])[C:6]([O:17][CH3:18])=[CH:5][C:4]=2[N:3]=1.[OH-].[K+].Cl>>[NH2:3][C:4]1[CH:5]=[C:6]([O:17][CH3:18])[C:7]([O:15][CH3:16])=[CH:8][C:9]=1[C:10]1[NH:14][N:13]=[CH:12][N:11]=1 |f:1.2|. Procedure: To a flask containing 46 gms. of 5-chloro-8,9-dimethoxy-1,2,4,triazolo[4,3-c]quinazoline is added 1000 ml. of a 10% KOH solution and the resulting mixture heated to reflux. A gentle reflux is maintained overnight after which time the mixture is neutralized to pH 7.0 with cooling and stirring by adding dropwise a 1:1 HCl solution and the resulting precipitate filtered off. The aqueous layer is washed 3 or 4 times with ethyl acetate, dried and evaporated in vacuo to dryness. The residue is recryst... RXN SMILES: [CH3:24][CH2:25][O:26][C:27](=[O:28])[CH3:29].[CH3:2][C:3]1([CH3:10])[C:4](=[O:9])[NH:5][C:6](=[O:8])[NH:7]1.[K:1].[O:30]1[CH2:31][CH2:32][CH2:33][CH2:34]1.[c:11]1([C:21](=[O:22])[Cl:23])[cH:12][cH:13][cH:14][c:15]2[cH:16][cH:17][cH:18][cH:19][c:20]12>>[CH3:2][C:3]1([CH3:10])[C:4](=[O:9])[N:5]([C:21]([c:11]2[cH:12][cH:13][cH:14][c:15]3[cH:16][cH:17][cH:18][cH:19][c:20]23)=[O:22])[C:6](=[O:8])[NH:7]1. Yields the product CC1(C)NC(=O)N(C(=O)c2cccc3ccccc23)C1=O. Reactants: CCOC(C)=O, CC1(C)NC(=O)NC1=O, [K], C1CCOC1, O=C(Cl)c1cccc2ccccc12. Starting materials: ClC=1C=C2C(=C(C(NC2=NC1)=O)C#N)N1CCN(CC1)C(=O)C=1SC=CC1 (6-Chloro-2-oxo-4-[4-(thiophene-2-carbonyl)-piperazine-1-yl]-1,2-dihydro-[1,8]-naphthyridine-3-carbonitrile), C(C1=CC=CC=C1)Br (benzyl bromide). Product: C(C1=CC=CC=C1)N1C(C(=C(C2=CC(=CN=C12)Cl)N1CCN(CC1)C(=O)C=1SC=CC1)C#N)=O (1-Benzyl-6-chloro-2-oxo-4-[4-(thiophene-2-carbonyl)-piperazin-1-yl]-1,2-dihydro-[1,8]-naphthyridine-3-carbonitrile). Reaction SMILES: [Cl:1][C:2]1[CH:3]=[C:4]2[C:9](=[N:10][CH:11]=1)[NH:8][C:7](=[O:12])[C:6]([C:13]#[N:14])=[C:5]2[N:15]1[CH2:20][CH2:19][N:18]([C:21]([C:23]2[S:24][CH:25]=[CH:26][CH:27]=2)=[O:22])[CH2:17][CH2:16]1.[CH2:28](Br)[C:29]1[CH:34]=[CH:33][CH:32]=[CH:31][CH:30]=1>>[CH2:28]([N:8]1[C:9]2[C:4](=[CH:3][C:2]([Cl:1])=[CH:11][N:10]=2)[C:5]([N:15]2[CH2:20][CH2:19][N:18]([C:21]([C:23]3[S:24][CH:25]=[CH:26][CH:27]=3)=[O:22])[CH2:17][CH2:16]2)=[C:6]([C:13]#[N:14])[C:7]1=[O:12])[C:29]1[CH:34]=[CH:33][CH:32]=[CH:31][CH:30]=1. Procedure: This compound was prepared from 6-chloro-2-oxo-4-[4-(thiophene-2-carbonyl)-piperazine-1-yl]-1,2-dihydro-[1,8]-naphthyridine-3-carbonitrile (100) and benzyl bromide according to General Procedure B. Yield 184 mg (37%), MP 221° C.; 1H-NMR (DMSO-d6): 3.75 (m, 4H), 3.92 (m, 4H), 5.51 (s, 2H), 7.15-7.30 (m, 6H), 7.50 (d, J=3.6 Hz, 1H), 7.81(d, J=5.2 Hz, 1H), 8.32 (d, J=2.4 Hz, 1H), 8.75 (d, J=2.4 Hz, 1H); EIMS: 490 (M+1). Anal. (C25H20ClN5O2S) C, H, N. Starting materials: tert-butyl (3RS,4RS)- and (3SR,4SR)-3-hydroxy-4-[4-[4-[(RS)-tetrahydropyran-2-yloxy]-butoxy]-phenyl]-piperidine-1-carboxylate, BrCC1=CC2=CC=CC=C2C=C1 (2-bromomethyl-naphthalene), ClCCCCOC1OCCCC1 (2-(4-chloro-butoxy)-tetrahydro-2H-pyran), (3RS,4RS)- and (3SR,4SR)-3-(naphthalen-2-ylmethoxy)-4-[4-[4-[(RS)-tetrahydro-pyran-2-yloxy]-butoxy]-phenyl]-piperidine-1-carboxylate, OC1CN(CCC1C1=CC=C(C=C1)O)C(=O)OC(C)(C)C (tert-butyl (3RS,4RS)-3-hydroxy-4-(4-hydroxy-phenyl)-piperidine-1-carboxylate). Solvent: CO (methanol). Yields the product Cl (hydrogen chloride), OCCCCOC1=CC=C(C=C1)C1C(CN(CC1)C(=O)OC(C)(C)C)OCC1=CC2=CC=CC=C2C=C1 (tert-butyl (3RS,4RS)-4-[4-(4-hydroxy-butoxy)-phenyl]-3-(naphthalen-2-ylmethoxy)-piperidine1-carboxylate), C(C1=CC=CC=C1)Br (benzyl bromide). RXN SMILES: [OH:1][CH:2]1[CH:7]([C:8]2[CH:13]=[CH:12][C:11]([OH:14])=[CH:10][CH:9]=2)[CH2:6][CH2:5][N:4]([C:15]([O:17][C:18]([CH3:21])([CH3:20])[CH3:19])=[O:16])[CH2:3]1.[Cl:22][CH2:23][CH2:24][CH2:25][CH2:26][O:27]C1CCCCO1.[Br:34][CH2:35][C:36]1[CH:45]=[CH:44][C:43]2[C:38](=[CH:39][CH:40]=[CH:41][CH:42]=2)[CH:37]=1>CO>[ClH:22].[OH:27][CH2:26][CH2:25][CH2:24][CH2:23][O:14][C:11]1[CH:10]=[CH:9][C:8]([CH:7]2[CH2:6][CH2:5][N:4]([C:15]([O:17][C:18]([CH3:21])([CH3:20])[CH3:19])=[O:16])[CH2:3][CH:2]2[O:1][CH2:35][C:36]2[CH:45]=[CH:44][C:43]3[C:38](=[CH:39][CH:40]=[CH:41][CH:42]=3)[CH:37]=2)=[CH:13][CH:12]=1.[CH2:35]([Br:34])[C:36]1[CH:45]=[CH:44][CH:43]=[CH:38][CH:37]=1. Reported procedure: (bbb) In an analogous manner to that described in Example 44(e), by alkylating tert-butyl (3RS,4RS)-3-hydroxy-4-(4-hydroxy-phenyl)-piperidine-1-carboxylate [Example 46(b)] with 2-(4-chloro-butoxy)-tetrahydro-2H-pyran there was obtained a mixture of tert-butyl (3RS,4RS)- and (3SR,4SR)-3-hydroxy-4-[4-[4-[(RS)-tetrahydropyran-2-yloxy]-butoxy]-phenyl]-piperidine-1-carboxylate, alkylation of which with 2-bromomethyl-naphthalene analogously to Example 1 10(g) gave a mixture of (3RS,4RS)- and (3SR,4SR)... Starting materials: FC(CCCOC=1C=C2[C@@H]3[C@H](C(OC2=CC1)(C)C)O3)(F)F ((3R,4R)-(+)-6-(4,4,4-trifluorobutoxy)-2,2-dimethyl-3,4-epoxychroman), O (water), CNS(=O)(=O)C (N-methyl-methanesulfonamide), [H-].[Na+] (sodium hydride). Solvent: CS(=O)C (DMSO), CS(=O)C (DMSO). Run at time 20 minute. Product: O[C@H]1C(OC2=CC=C(C=C2[C@@H]1CS(=O)(=O)NC)OCCCC(F)(F)F)(C)C ((3R,4S)-(+)-[3-hydroxy-2,2-dimethyl-6-(4,4,4-trifluorobutoxy)chroman-4-yl]-N-methyl-methanesulfonamide). Isolated yield 84.0%. Reaction SMILES: [CH3:1][NH:2][S:3]([CH3:6])(=[O:5])=[O:4].[H-].[Na+].[F:9][C:10]([F:29])([F:28])[CH2:11][CH2:12][CH2:13][O:14][C:15]1[CH:16]=[C:17]2[C:22](=[CH:23][CH:24]=1)[O:21][C:20]([CH3:26])([CH3:25])[C@@H:19]1[O:27][C@H:18]21.O>CS(C)=O>[OH:27][C@@H:19]1[C@@H:18]([CH2:6][S:3]([NH:2][CH3:1])(=[O:5])=[O:4])[C:17]2[C:22](=[CH:23][CH:24]=[C:15]([O:14][CH2:13][CH2:12][CH2:11][C:10]([F:29])([F:9])[F:28])[CH:16]=2)[O:21][C:20]1([CH3:26])[CH3:25] |f:1.2|. Procedure: Under argon, 0.77 g (7.1 mmol) of N-methyl-methanesulfonamide was added to a suspension of 0.065 g (2.7 mmol) of 80 percent sodium hydride in 3 ml of DMSO, and the mixture was stirred at RT for 20 min. 1.65 g (5.5 mmol) of (3R,4R)-(+)-6-(4,4,4-trifluorobutoxy)-2,2-dimethyl-3,4-epoxychroman, dissolved in 5 ml of DMSO, were then added dropwise and the batch was left to stand at RT for 4 days and then heated at 45° C. for a further 9 h. The mixture was subsequently poured into water and the precipi... The reactants are C(C)(=O)OCC1N(CCC(C1)OC1OCCCC1)C(=O)OC(C)(C)C (tert-butyl 2-(acetoxymethyl)-4-((tetrahydro-2H-pyran-2-yl)oxy)piperidine-1-carboxylate), O.C1(=CC=C(C=C1)S(=O)(=O)O)C (p-toluenesulfonic acid monohydrate). Run in CO (methanol). Conditions: time 4 hour. Product: C(C)(=O)OCC1N(CCC(C1)O)C(=O)OC(C)(C)C (tert-butyl 2-(acetoxymethyl)-4-hydroxypiperidine-1-carboxylate). Yield: 80.5%. As a reaction SMILES: [C:1]([O:4][CH2:5][CH:6]1[CH2:11][CH:10]([O:12]C2CCCCO2)[CH2:9][CH2:8][N:7]1[C:19]([O:21][C:22]([CH3:25])([CH3:24])[CH3:23])=[O:20])(=[O:3])[CH3:2].O.C1(C)C=CC(S(O)(=O)=O)=CC=1>CO>[C:1]([O:4][CH2:5][CH:6]1[CH2:11][CH:10]([OH:12])[CH2:9][CH2:8][N:7]1[C:19]([O:21][C:22]([CH3:25])([CH3:24])[CH3:23])=[O:20])(=[O:3])[CH3:2] |f:1.2|. Procedure details: To a solution of the product of step G (710 mg, 2.3 mmol) in methanol (20 mL) was added p-toluenesulfonic acid monohydrate (20 mg, 0.1 mmol). After stirring at ambient temperature for 4 h the solution was concentrated in vacuo to afford the crude product. Purification by flash column chromatography (SiO2, 19:1 to 7:3, hexanes/ethyl acetate) afforded tert-butyl 2-(acetoxymethyl)-4-hydroxypiperidine-1-carboxylate (506 mg, 83%) as a colorless oil: 1H NMR (CDCl3, 300 MHz) δ 4.49-4.41 (m, 2H), 4.33-4... The reactants are COC(=O)Cl, ClCCl, Cl, COc1cccc2sc(N)nc12, c1ccncc1. The product is COC(=O)Nc1nc2c(OC)cccc2s1. Reaction SMILES: [Cl:19][C:20](=[O:21])[O:22][CH3:23].[Cl:25][CH2:26][Cl:27].[ClH:24].[NH2:1][c:2]1[s:3][c:4]2[c:5]([n:6]1)[c:7]([O:11][CH3:12])[cH:8][cH:9][cH:10]2.[cH:13]1[cH:14][cH:15][n:16][cH:17][cH:18]1>>[NH:1]([c:2]1[s:3][c:4]2[c:5]([n:6]1)[c:7]([O:11][CH3:12])[cH:8][cH:9][cH:10]2)[C:20](=[O:21])[O:22][CH3:23].